The task is: describe an organic reaction: reactants, conditions, products, and yield. This data is from the Open Reaction Database (ORD), a public repository of structured organic reaction records. Reactants: COC(=O)C(OC)C(O)c1ccccc1CCCCCCCCc1ccccc1, O=C(O)C(F)(F)F, COC(=O)CCS. The product is COC(=O)CCSC(c1ccccc1CCCCCCCCc1ccccc1)C(OC)C(=O)OC. As a reaction SMILES: [CH3:8][O:9][CH:10]([C:11](=[O:12])[O:13][CH3:14])[CH:15]([c:16]1[c:17]([CH2:22][CH2:23][CH2:24][CH2:25][CH2:26][CH2:27][CH2:28][CH2:29][c:30]2[cH:31][cH:32][cH:33][cH:34][cH:35]2)[cH:18][cH:19][cH:20][cH:21]1)[OH:36].[OH:37][C:38]([C:39]([F:40])([F:41])[F:42])=[O:43].[SH:1][CH2:2][CH2:3][C:4](=[O:5])[O:6][CH3:7]>>[S:1]([CH2:2][CH2:3][C:4](=[O:5])[O:6][CH3:7])[CH:15]([CH:10]([O:9][CH3:8])[C:11](=[O:12])[O:13][CH3:14])[c:16]1[c:17]([CH2:22][CH2:23][CH2:24][CH2:25][CH2:26][CH2:27][CH2:28][CH2:29][c:30]2[cH:31][cH:32][cH:33][cH:34][cH:35]2)[cH:18][cH:19][cH:20][cH:21]1. Product: C(C)N(C(C1=CC(=C(C=C1)OC1CC2CCC(C1)N2C)F)=O)C2=C(C=CC(=C2)OC)C2CC1=CC=C(C=C1CC2)OC (N-Ethyl-3-fluoro-N-[5-methoxy-2-(6-methoxy-1,2,3,4-tetrahydronaphthalen-2-yl)phenyl]-4-(8-methyl-8-azabicyclo[3.2.1]oct-3-yloxy)benzamide). Run at time 30 minute. RXN SMILES: [H-].[Na+].[CH3:3][N:4]1[CH:8]2[CH2:9][CH:10]([OH:12])[CH2:11][CH:5]1[CH2:6][CH2:7]2.C(NC1C=C(OC)C=CC=1C1CCC2C(=CC=C(OC)C=2)C1)C.FC1C=C(C=CC=1F)C(Cl)=O.[CH2:47]([N:49]([C:60]1[CH:65]=[C:64]([O:66][CH3:67])[CH:63]=[CH:62][C:61]=1[CH:68]1[CH2:77][CH2:76][C:75]2[C:70](=[CH:71][CH:72]=[C:73]([O:78][CH3:79])[CH:74]=2)[CH2:69]1)[C:50](=[O:59])[C:51]1[CH:56]=[CH:55][C:54](F)=[C:53]([F:58])[CH:52]=1)[CH3:48].C(=O)(O)[O-].[Na+]>CN(C)C=O>[CH2:47]([N:49]([C:60]1[CH:65]=[C:64]([O:66][CH3:67])[CH:63]=[CH:62][C:61]=1[CH:68]1[CH2:77][CH2:76][C:75]2[C:70](=[CH:71][CH:72]=[C:73]([O:78][CH3:79])[CH:74]=2)[CH2:69]1)[C:50](=[O:59])[C:51]1[CH:56]=[CH:55][C:54]([O:12][CH:10]2[CH2:11][CH:5]3[N:4]([CH3:3])[CH:8]([CH2:7][CH2:6]3)[CH2:9]2)=[C:53]([F:58])[CH:52]=1)[CH3:48] |f:0.1,6.7|. Yield: 29.4%. Run in CN(C=O)C (N,N-dimethylformamide), CN(C=O)C (N,N-dimethylformamide). Procedure: To a suspension of 60% sodium hydride (187 mg) in N,N-dimethylformamide (2 ml) was added tropine (599 mg) on an ice bath. The solution was stirred for 30 minutes while warming to room temperature. Synthesized from ethyl [5-methoxy-2-(6-methoxy-1,2,3,4-tetrahydronaphthalen-2-yl)phenyl]amine and 3,4-difluorobenzoyl chloride according to an analogous synthetic method to Preparation Example 87, a solution of N-ethyl-3,4-difluoro-N-[5-methoxy-2-(6-methoxy-1,2,3,4-tetrahydronaphthalen-2-yl)phenyl]benz... Starting materials: C(C)N(C(C1=CC(=C(C=C1)F)F)=O)C1=C(C=CC(=C1)OC)C1CC2=CC=C(C=C2CC1)OC (N-ethyl-3,4-difluoro-N-[5-methoxy-2-(6-methoxy-1,2,3,4-tetrahydronaphthalen-2-yl)phenyl]benzamide), CN1C2CCC1CC(C2)O (tropine), [H-].[Na+] (sodium hydride), C(C)NC1=C(C=CC(=C1)OC)C1CC2=CC=C(C=C2CC1)OC (ethyl [5-methoxy-2-(6-methoxy-1,2,3,4-tetrahydronaphthalen-2-yl)phenyl]amine), FC=1C=C(C(=O)Cl)C=CC1F (3,4-difluorobenzoyl chloride), C([O-])(O)=O.[Na+] (sodium bicarbonate). Starting materials: CC(C)=CCCC(C)=CCCC(C)=CCCC(C)=CCCC(C)=CCCC(C)=CCCC(C)=CCCC(C)=CCCC(C)=CCCC(C)=CCBr, C1CCC2=NCCCN2CC1, NCCS, c1ccccc1. Product: CC(C)=CCCC(C)=CCCC(C)=CCCC(C)=CCCC(C)=CCCC(C)=CCCC(C)=CCCC(C)=CCCC(C)=CCCC(C)=CCSCCN. Reaction SMILES: [Br:1][CH2:2][CH:3]=[C:4]([CH2:5][CH2:6][CH:7]=[C:8]([CH2:9][CH2:10][CH:11]=[C:12]([CH2:13][CH2:14][CH:15]=[C:16]([CH2:17][CH2:18][CH:19]=[C:20]([CH2:21][CH2:22][CH:23]=[C:24]([CH2:25][CH2:26][CH:27]=[C:28]([CH2:29][CH2:30][CH:31]=[C:32]([CH2:33][CH2:34][CH:35]=[C:36]([CH2:37][CH2:38][CH:39]=[C:40]([CH3:41])[CH3:42])[CH3:43])[CH3:44])[CH3:45])[CH3:46])[CH3:47])[CH3:48])[CH3:49])[CH3:50])[CH3:51].[N:52]12[CH2:53][CH2:54][CH2:55][N:56]=[C:57]1[CH2:58][CH2:59][CH2:60][CH2:61][CH2:62]2.[NH2:63][CH2:64][CH2:65][SH:66].[cH:67]1[cH:68][cH:69][cH:70][cH:71][cH:72]1>>[CH2:2]([CH:3]=[C:4]([CH2:5][CH2:6][CH:7]=[C:8]([CH2:9][CH2:10][CH:11]=[C:12]([CH2:13][CH2:14][CH:15]=[C:16]([CH2:17][CH2:18][CH:19]=[C:20]([CH2:21][CH2:22][CH:23]=[C:24]([CH2:25][CH2:26][CH:27]=[C:28]([CH2:29][CH2:30][CH:31]=[C:32]([CH2:33][CH2:34][CH:35]=[C:36]([CH2:37][CH2:38][CH:39]=[C:40]([CH3:41])[CH3:42])[CH3:43])[CH3:44])[CH3:45])[CH3:46])[CH3:47])[CH3:48])[CH3:49])[CH3:50])[CH3:51])[S:66][CH2:65][CH2:64][NH2:63]. The reactants are C(CCCCCCCCCCC)(=O)O[C@@H](CC(=O)O)CCCCCCCCCCC ((R)3-dodecanoyloxytetradecanoic acid), C1(=CC=CC=C1)OP(=O)(OC1=CC=CC=C1)OCCC(N)C(=O)OCC1=CC=CC=C1 (benzyl O-(diphenyloxyphosphoryl)-DL-homoserinate), CN1CCOCC1 (N-methylmorpholin), ClC(=O)OCC(C)C (isobutyl chloroformate). The solvent is O (water), O1CCCC1 (tetrahydrofurane), C(C)N(CC)CC (triethylamine), O1CCCC1 (tetrahydrofurane). Conditions: temperature -15 celsius, time 30 minute. The product is C(CCCCCCCCCCC)(=O)O[C@@H](CC(=O)NC(C(=O)OCC1=CC=CC=C1)CCOP(=O)(OC1=CC=CC=C1)OC1=CC=CC=C1)CCCCCCCCCCC (Benzyl 2-[(R)-3-DodecanovIoxytetradecanovlamino]-4-(diphenyloxyphosphoryloxy)butanoate). As a reaction SMILES: [C:1]([O:14][C@H:15]([CH2:20][CH2:21][CH2:22][CH2:23][CH2:24][CH2:25][CH2:26][CH2:27][CH2:28][CH2:29][CH3:30])[CH2:16][C:17]([OH:19])=O)(=[O:13])[CH2:2][CH2:3][CH2:4][CH2:5][CH2:6][CH2:7][CH2:8][CH2:9][CH2:10][CH2:11][CH3:12].CN1CCOCC1.ClC(OCC(C)C)=O.[C:46]1([O:52][P:53]([O:62][CH2:63][CH2:64][CH:65]([C:67]([O:69][CH2:70][C:71]2[CH:76]=[CH:75][CH:74]=[CH:73][CH:72]=2)=[O:68])[NH2:66])([O:55][C:56]2[CH:61]=[CH:60][CH:59]=[CH:58][CH:57]=2)=[O:54])[CH:51]=[CH:50][CH:49]=[CH:48][CH:47]=1>O1CCCC1.C(N(CC)CC)C.O>[C:1]([O:14][C@H:15]([CH2:20][CH2:21][CH2:22][CH2:23][CH2:24][CH2:25][CH2:26][CH2:27][CH2:28][CH2:29][CH3:30])[CH2:16][C:17]([NH:66][CH:65]([CH2:64][CH2:63][O:62][P:53]([O:55][C:56]1[CH:57]=[CH:58][CH:59]=[CH:60][CH:61]=1)([O:52][C:46]1[CH:47]=[CH:48][CH:49]=[CH:50][CH:51]=1)=[O:54])[C:67]([O:69][CH2:70][C:71]1[CH:72]=[CH:73][CH:74]=[CH:75][CH:76]=1)=[O:68])=[O:19])(=[O:13])[CH2:2][CH2:3][CH2:4][CH2:5][CH2:6][CH2:7][CH2:8][CH2:9][CH2:10][CH2:11][CH3:12]. Procedure: 4.284 g (10.07 mmol) of (R)3-dodecanoyloxytetradecanoic acid prepared acccording to the method disclosed in Bull. Chem. Soc. Jpn., 60 (1987), 2205–2214, were dissolved in 30 ml of tetrahydrofurane and the solution was cooled down to −15° C. in an ice-cold brine bath. 1,108 ml (10.07 mmol) of N-methylmorpholin and 1.31 ml (10.07 mmol) of isobutyl chloroformate were then added. Stirring was continued for 30 minutes. To the reaction mixture, there was added 5.724 g (10.07 mmol) of benzyl O-(dipheny... Starting materials: CNC1CCC2(C)C(=CCC3C2CCC24CN(C)C(C)C2CCC34)C1, CCN=C=NCCCN(C)C, Cc1nc(C(C)C)sc1C(=O)O, ClCCl, Cl, On1nnc2ccccc21. Yields the product Cc1nc(C(C)C)sc1C(=O)N(C)C1CCC2(C)C(=CCC3C2CCC24CN(C)C(C)C2CCC34)C1. RXN SMILES: [CH3:1][NH:2][CH:3]1[CH2:4][CH2:5][C:6]2([CH3:25])[CH:7]3[CH2:8][CH2:9][C:10]45[CH:11]([CH:12]3[CH2:13][CH:14]=[C:15]2[CH2:16]1)[CH2:17][CH2:18][CH:19]4[CH:20]([CH3:24])[N:21]([CH3:23])[CH2:22]5.[CH3:39][N:40]([CH3:41])[CH2:42][CH2:43][CH2:44][N:45]=[C:46]=[N:47][CH2:48][CH3:49].[CH:26]([CH3:27])([CH3:28])[c:29]1[s:30][c:31]([C:35](=[O:36])[OH:37])[c:32]([CH3:34])[n:33]1.[Cl:60][CH2:61][Cl:62].[ClH:38].[OH:50][n:51]1[c:52]2[cH:53][cH:54][cH:55][cH:56][c:57]2[n:58][n:59]1>>[CH3:1][N:2]([CH:3]1[CH2:4][CH2:5][C:6]2([CH3:25])[CH:7]3[CH2:8][CH2:9][C:10]45[CH:11]([CH:12]3[CH2:13][CH:14]=[C:15]2[CH2:16]1)[CH2:17][CH2:18][CH:19]4[CH:20]([CH3:24])[N:21]([CH3:23])[CH2:22]5)[C:35]([c:31]1[s:30][c:29]([CH:26]([CH3:27])[CH3:28])[n:33][c:32]1[CH3:34])=[O:36]. Reactants: NC=1N=CC(=C2C1OC(=C2)C=2C=C1C=NNC1=CC2)C=2C=NN(C2)C2CCN(CC2)C(=O)OC(C)(C)C (tert-butyl 4-{4-[7-amino-2-(1H-indazol-5-yl)furo[2,3-c]pyridine-4-yl]-1H-pyrazol-1-yl}piperidine-1-carboxylate), Cl (HCl). Run in CCOC(=O)C (EtOAc). Product: Cl.N1N=CC2=CC(=CC=C12)C1=CC=2C(=C(N=CC2C=2C=NN(C2)C2CCNCC2)N)O1 (2-(1H-indazol-5-yl)-4-[1-(piperidin-4-yl)-1H-pyrazol-4-yl]furo[2,3-c]pyridine-7-amine hydrochloride). The yield is 60.0%. As a reaction SMILES: [NH2:1][C:2]1[N:3]=[CH:4][C:5]([C:20]2[CH:21]=[N:22][N:23]([CH:25]3[CH2:30][CH2:29][N:28](C(OC(C)(C)C)=O)[CH2:27][CH2:26]3)[CH:24]=2)=[C:6]2[CH:10]=[C:9]([C:11]3[CH:12]=[C:13]4[C:17](=[CH:18][CH:19]=3)[NH:16][N:15]=[CH:14]4)[O:8][C:7]=12.[ClH:38]>CCOC(C)=O>[ClH:38].[NH:16]1[C:17]2[C:13](=[CH:12][C:11]([C:9]3[O:8][C:7]4=[C:2]([NH2:1])[N:3]=[CH:4][C:5]([C:20]5[CH:21]=[N:22][N:23]([CH:25]6[CH2:26][CH2:27][NH:28][CH2:29][CH2:30]6)[CH:24]=5)=[C:6]4[CH:10]=3)=[CH:19][CH:18]=2)[CH:14]=[N:15]1 |f:3.4|. Reported procedure: A solution of crude tert-butyl 4-{4-[7-amino-2-(1H-indazol-5-yl)furo[2,3-c]pyridine-4-yl]-1H-pyrazol-1-yl}piperidine-1-carboxylate (from Step A) in EtOAc was treated with HCl (4 M in EtOAc, 5 mL, 5 mmol) for 60 min. The reaction was filtered to afford 24 mg (60%) of the title compound. 1H NMR (400 MHz, CD3OD): δ 8.89 (s, 1 H), 8.41 (s, 1 H), 8.08 (s, 1 H), 8.04 (d, J=7.07 Hz, 1 H), 7.89 (s, 1 H), 7.86 (s, 1 H), 7.78 (d, J=8.59 Hz, 1 H), 7.57-7.63 (m, 1 H), 4.67-4.77 (m, 1 H), 3.57-3.65 (m, 2 H),...